This data is from the Open Reaction Database (ORD), a public repository of structured organic reaction records. The task is: describe an organic reaction: reactants, conditions, products, and yield Reactants: CC(C)(C)OC(=O)NCCCO, Oc1cc(F)ccc1F, CC(C)OC(=O)N=NC(=O)OC(C)C, C1CCOC1, c1ccc(P(c2ccccc2)c2ccccc2)cc1. Yields the product CC(C)(C)OC(=O)NCCCOc1cc(F)ccc1F. As a reaction SMILES: [C:10](=[O:11])([O:12][C:13]([CH3:14])([CH3:15])[CH3:16])[NH:17][CH2:18][CH2:19][CH2:20][OH:21].[F:1][c:2]1[c:3]([OH:9])[cH:4][c:5]([F:8])[cH:6][cH:7]1.[O:41]=[C:42]([O:43][CH:44]([CH3:45])[CH3:46])[N:47]=[N:48][C:49]([O:50][CH:51]([CH3:52])[CH3:53])=[O:54].[O:55]1[CH2:56][CH2:57][CH2:58][CH2:59]1.[c:22]1([P:23]([c:24]2[cH:25][cH:26][cH:27][cH:28][cH:29]2)[c:30]2[cH:31][cH:32][cH:33][cH:34][cH:35]2)[cH:36][cH:37][cH:38][cH:39][cH:40]1>>[F:1][c:2]1[c:3]([O:9][CH2:20][CH2:19][CH2:18][NH:17][C:10](=[O:11])[O:12][C:13]([CH3:14])([CH3:15])[CH3:16])[cH:4][c:5]([F:8])[cH:6][cH:7]1. The reactants are C1CCOC1 (THF), C[Si](C)(C)C#CC=1C(=NC(=CC1)N)N (3-trimethylsilanylethynyl-pyridin-2,6-diamine), [F-].C(CCC)[N+](CCCC)(CCCC)CCCC (tetrabutylammonium fluoride). Solvent: O (Water). Conditions: time 10 minute. The product is C(#C)C=1C(=NC(=CC1)N)N (3-Ethynyl-pyridin-2,6-diamine). Isolated yield 74.9%. Reaction SMILES: C1COCC1.C[Si]([C:10]#[C:11][C:12]1[C:13]([NH2:19])=[N:14][C:15]([NH2:18])=[CH:16][CH:17]=1)(C)C.[F-].C([N+](CCCC)(CCCC)CCCC)CCC>O>[C:11]([C:12]1[C:13]([NH2:19])=[N:14][C:15]([NH2:18])=[CH:16][CH:17]=1)#[CH:10] |f:2.3|. Procedure details: To a solution of THF (100 mL) of 3-trimethylsilanylethynyl-pyridin-2,6-diamine (7.0 g) described in Manufacturing Example 4-2 was added tetrabutylammonium fluoride (1M THF solution, 17 mL) under ice cooling, which was stirred for 10 minutes at room temperature. Water was added to the reaction solution, which was then extracted with ethyl acetate 3 times. The extract was dried over sodium sulfate, then concentrated under a reduced pressure, and the residue was purified by silica gel chromatograph... Reaction SMILES: Cl.Cl.[CH:3]([N:6]([C:8]([C:10]1[N:19]=[C:18]2[N:12]([CH2:13][CH2:14][O:15][C:16]3[CH:23]=[C:22]([Br:24])[CH:21]=[CH:20][C:17]=32)[CH:11]=1)=[O:9])[NH2:7])([CH3:5])[CH3:4].[CH3:25][O:26][CH2:27][C:28](Cl)=[O:29]>C(Cl)Cl>[CH:3]([N:6]([C:8]([C:10]1[N:19]=[C:18]2[N:12]([CH2:13][CH2:14][O:15][C:16]3[CH:23]=[C:22]([Br:24])[CH:21]=[CH:20][C:17]=32)[CH:11]=1)=[O:9])[NH:7][C:28](=[O:29])[CH2:27][O:26][CH3:25])([CH3:5])[CH3:4] |f:0.1.2|. Conditions: temperature 0 celsius, time 1.75 hour. Yields the product C(C)(C)N(NC(COC)=O)C(=O)C1=CN2CCOC3=C(C2=N1)C=CC(=C3)Br (8-Bromo-4,5-dihydro-6-oxa-1,3a-diaza-benzo[e]azulene-2-carboxylic acid N-isopropyl-N′-(2-methoxy-acetyl)-hydrazide). The solvent is C(Cl)Cl (DCM). Isolated yield 85.9%. Procedure details: A suspension of 8-bromo-4,5-dihydro-6-oxa-1,3a-diaza-benzo[e]azulene-2-carboxylic acid N-isopropyl-hydrazide dihydrochloride (2.69 g, 6.1 mmol) in DCM (61 mL) was treated with TEA (3.84 mL, 27.6 mmol). The resultant solution was cooled to 0° C. before methoxyacetyl chloride (1.12 mL, 12.3 mmol) was added dropwise and the reaction stirred at 0° C. for 1.75 h. The reaction was quenched with saturated sodium bicarbonate solution and the phases separated. The aqueous phase was extracted with DCM (×2... Reactants: Cl.Cl.C(C)(C)N(N)C(=O)C1=CN2CCOC3=C(C2=N1)C=CC(=C3)Br (8-bromo-4,5-dihydro-6-oxa-1,3a-diaza-benzo[e]azulene-2-carboxylic acid N-isopropyl-hydrazide dihydrochloride), resultant solution, COCC(=O)Cl (methoxyacetyl chloride), TEA. Starting materials: CCCN(C)C(=O)c1cc(C(=O)OC)cc(C(=O)c2ccco2)c1, CO, Cl, [Na+], [OH-]. Product: CCCN(C)C(=O)c1cc(C(=O)O)cc(C(=O)c2ccco2)c1. RXN SMILES: [CH3:1][O:2][C:3]([c:4]1[cH:5][c:6]([C:7](=[O:8])[N:9]([CH2:10][CH2:11][CH3:12])[CH3:13])[cH:14][c:15]([C:17](=[O:18])[c:19]2[o:20][cH:21][cH:22][cH:23]2)[cH:16]1)=[O:24].[CH3:28][OH:29].[ClH:27].[Na+:26].[OH-:25]>>[O:2]=[C:3]([c:4]1[cH:5][c:6]([C:7](=[O:8])[N:9]([CH2:10][CH2:11][CH3:12])[CH3:13])[cH:14][c:15]([C:17](=[O:18])[c:19]2[o:20][cH:21][cH:22][cH:23]2)[cH:16]1)[OH:24]. Reactants: FC=1C=CC(=C(C#N)C1)B1OC(C(O1)(C)C)(C)C (5-Fluoro-2-(4,4,5,5-tetramethyl-[1,3,2]dioxaborolan-2-yl)-benzonitrile), BrC1=CC(=CC(=C1)F)Br (1,3-dibromo-5-fluorobenzene). Solvent: COCCOC (1,2-dimethoxyethane). Conditions: temperature 65 celsius. The product is BrC=1C=C(C=C(C1)F)C=1C(=CC(=CC1)F)C#N (3′-bromo-4,5′-difluorobiphenyl-2-carbonitrile). The yield is 9.4%. As a reaction SMILES: [F:1][C:2]1[CH:3]=[CH:4][C:5](B2OC(C)(C)C(C)(C)O2)=[C:6]([CH:9]=1)[C:7]#[N:8].[Br:19][C:20]1[CH:25]=[C:24]([F:26])[CH:23]=[C:22](Br)[CH:21]=1>COCCOC>[Br:19][C:20]1[CH:21]=[C:22]([C:5]2[C:6]([C:7]#[N:8])=[CH:9][C:2]([F:1])=[CH:3][CH:4]=2)[CH:23]=[C:24]([F:26])[CH:25]=1. Reported procedure: 5-Fluoro-2-(4,4,5,5-tetramethyl-[1,3,2]dioxaborolan-2-yl)-benzonitrile (0.99 g, 4.0 mmol) and 1,3-dibromo-5-fluorobenzene (1.52 g, 6.0 mmol) were suspended in 1,2-dimethoxyethane (8 ml) and 2N sodium carbonate solution (4 ml) and degassed for 30 min before addition of tetrakis(triphenylphosphine)palladium(0). On complete addition the mixture was heated at 65° C. for 20 h. The mixture was partitioned between ethyl acetate (100 ml) and water (50 ml), the organic layer separated and washed with bri... Starting materials: CCN(C(C)C)C(C)C, O=C(Cl)Oc1ccc([N+](=O)[O-])cc1, Nc1cc(N2CCNCC2)c2ccc(Cl)cc2n1, NC1CCCCNC1=O. The product is Nc1cc(N2CCN(C(=O)NC3CCCCNC3=O)CC2)c2ccc(Cl)cc2n1. Reaction SMILES: [CH:23]([N:24]([CH:25]([CH3:26])[CH3:27])[CH2:28][CH3:29])([CH3:30])[CH3:31].[Cl:10][C:11](=[O:12])[O:13][c:14]1[cH:15][cH:16][c:17]([N+:18]([O-:19])=[O:20])[cH:21][cH:22]1.[Cl:32][c:33]1[cH:34][cH:35][c:36]2[c:37]([N:44]3[CH2:45][CH2:46][NH:47][CH2:48][CH2:49]3)[cH:38][c:39]([NH2:43])[n:40][c:41]2[cH:42]1.[NH2:1][CH:2]1[C:3](=[O:9])[NH:4][CH2:5][CH2:6][CH2:7][CH2:8]1>>[NH:1]([CH:2]1[C:3](=[O:9])[NH:4][CH2:5][CH2:6][CH2:7][CH2:8]1)[C:11](=[O:12])[N:47]1[CH2:46][CH2:45][N:44]([c:37]2[c:36]3[cH:35][cH:34][c:33]([Cl:32])[cH:42][c:41]3[n:40][c:39]([NH2:43])[cH:38]2)[CH2:49][CH2:48]1. Product: Clc1cc(Br)ccc1OCCN1CCCC1. As a reaction SMILES: [Br:16][c:17]1[cH:18][c:19]([Cl:24])[c:20]([OH:23])[cH:21][cH:22]1.[CH3:30][CH2:31][O:32][C:33]([CH3:34])=[O:35].[Cl:8][CH2:9][CH2:10][N:11]1[CH2:12][CH2:13][CH2:14][CH2:15]1.[ClH:7].[K+:1].[K+:2].[O-:3][C:4]([O-:5])=[O:6].[O:25]=[CH:26][N:27]([CH3:28])[CH3:29]>>[CH2:9]([CH2:10][N:11]1[CH2:12][CH2:13][CH2:14][CH2:15]1)[O:23][c:20]1[c:19]([Cl:24])[cH:18][c:17]([Br:16])[cH:22][cH:21]1. Reactants: Oc1ccc(Br)cc1Cl, CCOC(C)=O, ClCCN1CCCC1, Cl, [K+], [K+], O=C([O-])[O-], CN(C)C=O. Reactants: BrC=1C=CC(=C(C(=O)OC)C1)I (methyl 5-bromo-2-iodobenzoate), C1(=CC=CC=C1)B(O)O (phenylboronic acid), C([O-])([O-])=O.[K+].[K+] (potassium carbonate), C([O-])([O-])=O.[Cs+].[Cs+] (cesium carbonate). The reagents and catalysts are C1(=CC=CC=C1)P(C1=CC=CC=C1)C1=CC=CC=C1.C1(=CC=CC=C1)P(C1=CC=CC=C1)C1=CC=CC=C1.C1(=CC=CC=C1)P(C1=CC=CC=C1)C1=CC=CC=C1.C1(=CC=CC=C1)P(C1=CC=CC=C1)C1=CC=CC=C1.[Pd] (palladium(0) tetrakis(triphenylphosphine)). The solvent is CN(C)C=O (DMF). The product is BrC=1C=C(C(=CC1)C1=CC=CC=C1)C(=O)OC (methyl 4-bromo-1,1′-biphenyl-2-carboxylate). Isolated yield 34.3%. Reaction SMILES: [Br:1][C:2]1[CH:3]=[CH:4][C:5](I)=[C:6]([CH:11]=1)[C:7]([O:9][CH3:10])=[O:8].[C:13]1(B(O)O)[CH:18]=[CH:17][CH:16]=[CH:15][CH:14]=1.C(=O)([O-])[O-].[K+].[K+].C(=O)([O-])[O-].[Cs+].[Cs+]>CN(C=O)C.C1(P(C2C=CC=CC=2)C2C=CC=CC=2)C=CC=CC=1.C1(P(C2C=CC=CC=2)C2C=CC=CC=2)C=CC=CC=1.C1(P(C2C=CC=CC=2)C2C=CC=CC=2)C=CC=CC=1.C1(P(C2C=CC=CC=2)C2C=CC=CC=2)C=CC=CC=1.[Pd]>[Br:1][C:2]1[CH:11]=[C:6]([C:7]([O:9][CH3:10])=[O:8])[C:5]([C:13]2[CH:18]=[CH:17][CH:16]=[CH:15][CH:14]=2)=[CH:4][CH:3]=1 |f:2.3.4,5.6.7,9.10.11.12.13|. Reported procedure: To methyl 5-bromo-2-iodobenzoate (4.41 g, 13 mmol), phenylboronic acid (1.6 g, 13 mmol), potassium carbonate (3.6 g, 26 mmol), and cesium carbonate (4.2 g, 13 mmol) in DMF (50 mL, sparged with nitrogen) was added palladium(0) tetrakis(triphenylphosphine) (751 mg, 0.65 mmol). The reaction was refluxed 16 h, cooled and washed with water, 1N hydrochloric acid, saturated sodium bicarbonate, and saturated sodium chloride. The organic layer was dried over sodium sulfate, filtered and concentrated unde... Reactants: O.CN(C1=CC=C(C=C1)C(=O)C=O)C ((4-Dimethylaminophenyl)glyoxal monohydrate). The solvent is C1=CC=CC=C1 (benzene). The product is CN(C1=CC=C(C=C1)C(=O)C=O)C ((4-dimethylaminophenyl)glyoxal). RXN SMILES: O.[CH3:2][N:3]([CH3:14])[C:4]1[CH:9]=[CH:8][C:7]([C:10]([CH:12]=[O:13])=[O:11])=[CH:6][CH:5]=1>C1C=CC=CC=1>[CH3:2][N:3]([CH3:14])[C:4]1[CH:5]=[CH:6][C:7]([C:10]([CH:12]=[O:13])=[O:11])=[CH:8][CH:9]=1 |f:0.1|. Procedure details: (4-Dimethylaminophenyl)glyoxal monohydrate (3.5 g., 0.018 mol), prepared according to Preparation 22 below, was dissolved in 150 ml. benzene and refluxed for 18 hours (employing a Dean-Stark trap to remove water), stripped to solids, taken up in 50 ml. dry THF, further dried over molecular sieves, and filtered to yield anhydrous (4-dimethylaminophenyl)glyoxal, 0.18 mol, in 50 ml. THF. The latter was reacted with allyl 6,6-dibromopenicillanate (7.82 g., 0.019 mol) and methylmagnesium bromide acco... Reactants: FC1=CC=C(C(=O)C2CCNCC2)C=C1 (4-(4-fluorobenzoyl)piperidine), BrCCO (2-bromoethanol). Run in C(C)N(CC)CC (triethylamine). The product is FC1=CC=C(C(=O)C2CCN(CC2)CCO)C=C1 (4-(4-Fluorobenzoyl)-1-(2-hydroxyethyl)piperidine). Isolated yield 78.0%. As a reaction SMILES: [F:1][C:2]1[CH:15]=[CH:14][C:5]([C:6]([CH:8]2[CH2:13][CH2:12][NH:11][CH2:10][CH2:9]2)=[O:7])=[CH:4][CH:3]=1.Br[CH2:17][CH2:18][OH:19]>C(N(CC)CC)C>[F:1][C:2]1[CH:3]=[CH:4][C:5]([C:6]([CH:8]2[CH2:13][CH2:12][N:11]([CH2:17][CH2:18][OH:19])[CH2:10][CH2:9]2)=[O:7])=[CH:14][CH:15]=1. Reported procedure: In an atmosphere of argon, 4-(4-fluorobenzoyl)piperidine (2.07 g, 10 mmol) was dissolved in triethylamine (30 ml) to which was subsequently added dropwise 2-bromoethanol (1.1 ml, 14.7 mmol) at room temperature. After 1 hour of heating under reflux, triethylamine was removed by evaporation, and the resulting residue was mixed with saturated sodium carbonate aqueous solution (40 ml) and extracted with ethyl acetate. The resulting organic layer was dried on anhydrous sodium carbonate, the solvent w...